From a dataset of the Open Reaction Database (ORD), a public repository of structured organic reaction records. describe an organic reaction: reactants, conditions, products, and yield Reactants: C[O-].[Na+] (sodium methoxide), Cl.NC(=N)N (guanidine hydrochloride), CS(=O)(=O)C=1C=C(C(=O)OC)C=C(C1)N1C=CC=C1 (methyl 3-methylsulfonyl-5-(pyrrol-1-yl)benzoate). Solvent: CO (methanol). Run at time 30 minute. Product: CS(=O)(=O)C=1C=C(C(=O)N=C(N)N)C=C(C1)N1C=CC=C1 (2-[3-methylsulfonyl-5-(pyrrol-1-yl)benzoyl]guanidine). Isolated yield 21.1%. RXN SMILES: C[O-].[Na+].Cl.[NH2:5][C:6]([NH2:8])=[NH:7].[CH3:9][S:10]([C:13]1[CH:14]=[C:15]([CH:20]=[C:21]([N:23]2[CH:27]=[CH:26][CH:25]=[CH:24]2)[CH:22]=1)[C:16](OC)=[O:17])(=[O:12])=[O:11]>CO>[CH3:9][S:10]([C:13]1[CH:14]=[C:15]([CH:20]=[C:21]([N:23]2[CH:27]=[CH:26][CH:25]=[CH:24]2)[CH:22]=1)[C:16]([N:7]=[C:6]([NH2:8])[NH2:5])=[O:17])(=[O:12])=[O:11] |f:0.1,2.3|. Procedure: 28% Methanolic sodium methoxide (6.2 ml) was added to a solution of guanidine hydrochloride (3.2 g) in dry methanol (40.0 ml) and the mixture was stirred for 30 minutes at ambient temperature. To the mixture was added methyl 3-methylsulfonyl-5-(pyrrol-1-yl)benzoate (1.9 g) and the mixture was stirred for 7 hours at the same temperature. The solvent was removed by concentration and the residue was added to a mixture of ethyl acetate, tetrahydrofuran and water. The separated organic layer was wash... Reactants: CO (methanol), CON(C(=O)C1=NC=C(C=C1N(COC)S(=O)(=O)C1=CC(=C(C=C1)Cl)C(F)(F)F)Cl)C (5-chloro-3-[(4-chloro-3-trifluoromethyl-benzenesulfonyl)-methoxymethyl-amino]-pyridine-2-carboxylic acid methoxy-methyl-amide), IC1=C2N=CN(C2=NC=N1)COCC[Si](C)(C)C (6-iodo-9-(2-trimethylsilanyl-ethoxymethyl)-9H-purine), Cl (hydrochloric acid), ketone. The solvent is C1CCOC1 (THF), C(C)(C)[Mg]Cl (isopropylmagnesium chloride), C1CCOC1 (THF). Yields the product ClC1=C(C=C(C=C1)S(=O)(=O)NC=1C(=NC=C(C1)Cl)C(=O)C1=C2N=CNC2=NC=N1)C(F)(F)F (4-Chloro-N-[5-chloro-2-(9H-purine-6-carbonyl)-pyridin-3-yl]-3-trifluoromethyl-benzenesulfonamide). Reaction SMILES: CON(C)[C:4]([C:6]1[C:11]([N:12]([S:16]([C:19]2[CH:24]=[CH:23][C:22]([Cl:25])=[C:21]([C:26]([F:29])([F:28])[F:27])[CH:20]=2)(=[O:18])=[O:17])COC)=[CH:10][C:9]([Cl:30])=[CH:8][N:7]=1)=[O:5].I[C:33]1[N:41]=[CH:40][N:39]=[C:38]2[C:34]=1[N:35]=[CH:36][N:37]2COCC[Si](C)(C)C.CO.Cl>C1COCC1.C([Mg]Cl)(C)C>[Cl:25][C:22]1[CH:23]=[CH:24][C:19]([S:16]([NH:12][C:11]2[C:6]([C:4]([C:33]3[N:41]=[CH:40][N:39]=[C:38]4[C:34]=3[N:35]=[CH:36][NH:37]4)=[O:5])=[N:7][CH:8]=[C:9]([Cl:30])[CH:10]=2)(=[O:17])=[O:18])=[CH:20][C:21]=1[C:26]([F:27])([F:28])[F:29]. Procedure: Prepared from 256 mg (0.51 mmol) of 5-chloro-3-[(4-chloro-3-trifluoromethyl-benzenesulfonyl)-methoxymethyl-amino]-pyridine-2-carboxylic acid methoxy-methyl-amide, 191 mg (0.51 mmol) of 6-iodo-9-(2-trimethylsilanyl-ethoxymethyl)-9H-purine dissolved in 2 mL THF with 0.25 mL of 2 M isopropylmagnesium chloride solution in THF added. All of the resulting intermediate ketone was used in the second step with 1 mL methanol and 1 mL 6N hydrochloric acid mixture to give after purification 2.05 mg of the f... The reactants are BrC=1C=CC(=NC1)C(=O)N(C1=CC=C(C=C1)CN1C[C@@H](N(CC1)C(=O)OC(C)(C)C)C)C (1,1-Dimethylethyl (2S)-4-({4-[[(5-bromo-2-pyridinyl)carbonyl](methyl)amino]phenyl}methyl)-2-methyl-1-piperazinecarboxylate), CC(C)(C(CC(C(C)(C)C)=O)=O)C (2,2,6,6-tetramethyl-3,5-heptanedione), FC1=CC=C(C=C1)O (4-fluorophenol), C([O-])([O-])=O.[Cs+].[Cs+] (cesium carbonate), FC1=CC=C(C=C1)O (4-fluorophenol), C([O-])([O-])=O.[Cs+].[Cs+] (cesium carbonate), CC(C)(C(CC(C(C)(C)C)=O)=O)C (TMHD). Reagents/catalysts: [Cu]Cl (Copper (I) chloride), [Cu]Cl (copper (I) chloride). The solvent is CN1CCCC1=O (NMP). Run at temperature 120 celsius, time 8 hour. The product is FC1=CC=C(C=C1)OC=1C=CC(=NC1)C(=O)N(C1=CC=C(C=C1)CN1C[C@@H](N(CC1)C(=O)OC(C)(C)C)C)C (1,1-Dimethylethyl (2S)-4-({4-[({5-[(4-fluorophenyl)oxy]-2-pyridinyl}carbonyl)(methyl)amino]phenyl}methyl)-2-methyl-1-piperazinecarboxylate). Yield: 75.9%. RXN SMILES: Br[C:2]1[CH:3]=[CH:4][C:5]([C:8]([N:10]([CH3:32])[C:11]2[CH:16]=[CH:15][C:14]([CH2:17][N:18]3[CH2:23][CH2:22][N:21]([C:24]([O:26][C:27]([CH3:30])([CH3:29])[CH3:28])=[O:25])[C@@H:20]([CH3:31])[CH2:19]3)=[CH:13][CH:12]=2)=[O:9])=[N:6][CH:7]=1.[F:33][C:34]1[CH:39]=[CH:38][C:37]([OH:40])=[CH:36][CH:35]=1.C(=O)([O-])[O-].[Cs+].[Cs+].CC(C)(C(=O)CC(=O)C(C)(C)C)C>CN1C(=O)CCC1.[Cu]Cl>[F:33][C:34]1[CH:39]=[CH:38][C:37]([O:40][C:2]2[CH:3]=[CH:4][C:5]([C:8]([N:10]([CH3:32])[C:11]3[CH:16]=[CH:15][C:14]([CH2:17][N:18]4[CH2:23][CH2:22][N:21]([C:24]([O:26][C:27]([CH3:30])([CH3:29])[CH3:28])=[O:25])[C@@H:20]([CH3:31])[CH2:19]4)=[CH:13][CH:12]=3)=[O:9])=[N:6][CH:7]=2)=[CH:36][CH:35]=1 |f:2.3.4|. Procedure details: 1,1-Dimethylethyl (2S)-4-({4-[[(5-bromo-2-pyridinyl)carbonyl](methyl)amino]phenyl}methyl)-2-methyl-1-piperazinecarboxylate (D72) (0.2 g, 0.397 mmol), 4-fluorophenol (0.089 g, 0.794 mmol), cesium carbonate (0.259 g, 0.794 mmol) and 2,2,6,6-tetramethyl-3,5-heptanedione (TMHD) (0.008 g, 0.040 mmol) were combined in NMP (3 mL) under argon. Copper (I) chloride (0.02 g, 0.199 mmol) was added and the mixture heated at 120° C. overnight. A second portion of 4-fluorophenol, copper (I) chloride, cesium ca... Starting materials: C=C1CN(c2ccccc2)C1=O, CSC, CCOC(C)=O, O=[O+][O-], O, O. The product is O=C1CN(c2ccccc2)C1=O. RXN SMILES: [CH2:1]=[C:2]1[C:3](=[O:12])[N:4]([c:6]2[cH:7][cH:8][cH:9][cH:10][cH:11]2)[CH2:5]1.[CH3:17][S:18][CH3:19].[CH3:20][CH2:21][O:22][C:23](=[O:24])[CH3:25].[O-:13][O+:14]=[O:15].[O:16].[OH2:26]>>[C:2]1(=[O:13])[C:3](=[O:12])[N:4]([c:6]2[cH:7][cH:8][cH:9][cH:10][cH:11]2)[CH2:5]1. The reactants are Nc1ncnc2c1ncn2C1OC(COC(=O)c2ccccc2)C(OC(=O)c2ccccc2)C1O, C[Si](C)(C)[SiH]([Si](C)(C)C)[Si](C)(C)C, CC#N, CN(C)c1ccncc1, [H-], S=C(Cl)Oc1ccccc1, C1COCCO1. Yields the product Nc1ncnc2c1ncn2C1CC(OC(=O)c2ccccc2)C(COC(=O)c2ccccc2)O1. As a reaction SMILES: [C:1]([c:2]1[cH:3][cH:4][cH:5][cH:6][cH:7]1)(=[O:8])[O:9][CH:10]1[CH:11]([OH:35])[CH:12]([n:25]2[c:26]3[n:27][cH:28][n:29][c:30]([NH2:34])[c:31]3[n:32][cH:33]2)[O:13][CH:14]1[CH2:15][O:16][C:17]([c:18]1[cH:19][cH:20][cH:21][cH:22][cH:23]1)=[O:24].[CH3:47][Si:48]([SiH:49]([Si:50]([CH3:51])([CH3:52])[CH3:53])[Si:54]([CH3:55])([CH3:56])[CH3:57])([CH3:58])[CH3:59].[CH3:60][C:61]#[N:62].[CH3:63][N:64]([CH3:65])[c:66]1[cH:67][cH:68][n:69][cH:70][cH:71]1.[H-:46].[O:36]([C:37]([Cl:38])=[S:39])[c:40]1[cH:41][cH:42][cH:43][cH:44][cH:45]1.[O:72]1[CH2:73][CH2:74][O:75][CH2:76][CH2:77]1>>[C:1]([c:2]1[cH:3][cH:4][cH:5][cH:6][cH:7]1)(=[O:8])[O:9][CH:10]1[CH2:11][CH:12]([n:25]2[c:26]3[n:27][cH:28][n:29][c:30]([NH2:34])[c:31]3[n:32][cH:33]2)[O:13][CH:14]1[CH2:15][O:16][C:17]([c:18]1[cH:19][cH:20][cH:21][cH:22][cH:23]1)=[O:24]. The reactants are CC(=O)C (acetone), BrC1=CC=C(C=O)C=C1 (4-bromobenzaldehyde). The reagents and catalysts are N1[C@H](C(=O)O)CCC1 (Proline). Run in CN(C)C=O (DMF). Run at time 68 hour. Product: OC(CC(C)=O)C1=CC=C(C=C1)Br (4-Hydroxy-4-(4′-bromophenyl)butan-2-one). RXN SMILES: [CH3:1][C:2]([CH3:4])=[O:3].[Br:5][C:6]1[CH:13]=[CH:12][C:9]([CH:10]=[O:11])=[CH:8][CH:7]=1>N1CCC[C@H]1C(O)=O.CN(C=O)C>[OH:11][CH:10]([C:9]1[CH:12]=[CH:13][C:6]([Br:5])=[CH:7][CH:8]=1)[CH2:1][C:2](=[O:3])[CH3:4]. Reported procedure: A stirred solution of catalyst 35 (0.01 g, 0.011 mmol) in dry DMF (0.785 mL) and acetone (0.392 mL, 2.72 mmol) was treated with 4-bromobenzaldehyde (0.0072 g, 0.04 mmol), stirred at room temperature for 68 h and Resin 35 was filtered off. The mixture was treated with Et2O and washed twice with water Et2O phase was dried and concentrated The product was analyzed by the 1H NMR spectroscopy of the crude 1H NMR spectroscopy of the crude showed a 70% conversion by measuring the CHOH peak of the aldol... The reactants are C1CCOC1, Cc1ccccc1, O=C(Cl)Cl, OC1CCCC1. Product: O=C(Cl)OC1CCCC1. As a reaction SMILES: [CH2:18]1[O:19][CH2:20][CH2:21][CH2:22]1.[CH3:7][c:8]1[cH:9][cH:10][cH:11][cH:12][cH:13]1.[Cl:14][C:15]([Cl:16])=[O:17].[OH:1][CH:2]1[CH2:3][CH2:4][CH2:5][CH2:6]1>>[O:1]([CH:2]1[CH2:3][CH2:4][CH2:5][CH2:6]1)[C:15]([Cl:14])=[O:17].